Dataset: the Open Reaction Database (ORD), a public repository of structured organic reaction records. Task: describe an organic reaction: reactants, conditions, products, and yield The reactants are [N+](=O)([O-])C1=CC=CC=C1 (nitrobenzene), [Cl-].[Al+3].[Cl-].[Cl-] (aluminum chloride), C(C1=CC=CC=C1)(=O)Cl (benzoyl chloride), OC1=CC(NC2=CC=C(C=C12)C(C)C)=O (4-hydroxy-6-isopropyl-2-quinolone), Cl (hydrochloric acid). Run in O (water). The product is C(C1=CC=CC=C1)(=O)C=1C(NC2=CC=C(C=C2C1O)C(C)C)=O (3-benzoyl-4-hydroxy-6-isopropyl-2-quinolone). RXN SMILES: [N+](C1C=CC=CC=1)([O-])=O.[Cl-].[Al+3].[Cl-].[Cl-].[C:14](Cl)(=[O:21])[C:15]1[CH:20]=[CH:19][CH:18]=[CH:17][CH:16]=1.[OH:23][C:24]1[C:33]2[C:28](=[CH:29][CH:30]=[C:31]([CH:34]([CH3:36])[CH3:35])[CH:32]=2)[NH:27][C:26](=[O:37])[CH:25]=1.Cl>O>[C:14]([C:25]1[C:26](=[O:37])[NH:27][C:28]2[C:33]([C:24]=1[OH:23])=[CH:32][C:31]([CH:34]([CH3:35])[CH3:36])=[CH:30][CH:29]=2)(=[O:21])[C:15]1[CH:20]=[CH:19][CH:18]=[CH:17][CH:16]=1 |f:1.2.3.4|. Reported procedure: To 10 ml of nitrobenzene is added 3.3 grams of anhydrous aluminum chloride, benzoyl chloride is dropped thereinto with stirring, to the resulting uniform solution is added 2.5 grams of 4-hydroxy-6-isopropyl-2-quinolone, the mixture is heated with stirring at 100° C. for eight hours, then concentrated hydrochloric acid is added to make the reaction solution decomposed, water is added thereto, crystals separated out therefrom are collected by filtration, washed with ether and methanol, and recryst... The reactants are C(#N)C1=CC=C(C=C1)N=NC1=CC=C(C=C1)O (4-(4-cyanophenylazo)phenol), [N+](=O)([O-])C1=CC=C(N)C=C1 (4-nitroaniline). Product: [N+](=O)([O-])C1=CC=C(C=C1)N=NC1=CC=C(C=C1)O (4-(4-Nitrophenylazo)phenol). Reaction SMILES: C([C:3]1[CH:8]=[CH:7][C:6]([N:9]=[N:10][C:11]2[CH:16]=[CH:15][C:14]([OH:17])=[CH:13][CH:12]=2)=[CH:5][CH:4]=1)#N.[N+:18](C1C=CC(N)=CC=1)([O-:20])=[O:19]>>[N+:18]([C:3]1[CH:8]=[CH:7][C:6]([N:9]=[N:10][C:11]2[CH:16]=[CH:15][C:14]([OH:17])=[CH:13][CH:12]=2)=[CH:5][CH:4]=1)([O-:20])=[O:19]. Reported procedure: 4-(4-Nitrophenylazo)phenol was prepared analogous with 4-(4-cyanophenylazo)phenol starting from 4-nitroaniline. Starting materials: C(#N)C=C1OC(=O)C2=CC=CC=C12 (3-Cyanomethylene phthalide), [Na] (sodium). Run in CO (methanol). Product: C(#N)C1C(C2=CC=CC=C2C1=O)=O (2-Cyano indan-1,3-dione). As a reaction SMILES: [C:1]([CH:3]=[C:4]1[C:13]2[C:8](=[CH:9][CH:10]=[CH:11][CH:12]=2)[C:6](=[O:7])[O:5]1)#[N:2].[Na]>CO>[C:1]([CH:3]1[C:6](=[O:7])[C:8]2[C:13](=[CH:12][CH:11]=[CH:10][CH:9]=2)[C:4]1=[O:5])#[N:2] |^1:13|. Reported procedure: 3-Cyanomethylene phthalide (6.0 g.; 0.035 mole) was added to a solution of sodium (0.8 g.) in methanol (35 ml) and the red solution refluxed for 20 mins. On cooling and acidification with one-third of its bulk of concentrated hydrochloric acid the indandione separated as a copious yellow solid, m.p. 204°-207° C. (d) (lit. m.p. 201°-202° C.).